From a dataset of the Open Reaction Database (ORD), a public repository of structured organic reaction records. describe an organic reaction: reactants, conditions, products, and yield The reactants are C(C)(C)(C)[SiH2]OC([C@@H]1CC[C@H](CC1)COS(=O)(=O)C)(C)C (trans-methanesulfonic acid 4-(tert-butyl-dimethyl-silanyloxymethyl)-cyclohexylmethyl ester), [C-]#N.[Na+] (sodium cyanide). Solvent: CN(C=O)C (N,N-dimethylformamide). Reaction conditions: temperature 80 celsius, time 2 hour. Product: C(C)(C)(C)[SiH2]OC([C@@H]1CC[C@H](CC1)CC#N)(C)C (trans-[4-(tert-butyl-dimethyl-silanyloxymethyl)-cyclohexyl]-acetonitrile). The yield is 79.7%. As a reaction SMILES: [C:1]([SiH2:5][O:6][C:7]([CH3:21])([CH3:20])[C@H:8]1[CH2:13][CH2:12][C@H:11]([CH2:14]OS(C)(=O)=O)[CH2:10][CH2:9]1)([CH3:4])([CH3:3])[CH3:2].[C-:22]#[N:23].[Na+]>CN(C)C=O>[C:1]([SiH2:5][O:6][C:7]([CH3:21])([CH3:20])[C@H:8]1[CH2:13][CH2:12][C@H:11]([CH2:14][C:22]#[N:23])[CH2:10][CH2:9]1)([CH3:4])([CH3:3])[CH3:2] |f:1.2|. Reported procedure: 38.2 g of crude trans-methanesulfonic acid 4-(tert-butyl-dimethyl-silanyloxymethyl)-cyclohexylmethyl ester and 16.7 g (340 mmol) of sodium cyanide dissolved in 380 ml of N,N-dimethylformamide were stirred for 2 hours at 80° C. After cooling the reaction mixture down to room temperature, it was partitioned between ether and water. The organic layer was dried over magnesium sulfate and concentrated under reduced pressure and the residue then chromatographed on silica gel with a 9:1 v/v mixture of ... Reactants: O=C([O-])[O-], ClCc1ccccc1, Cc1nc(Cl)c2cc[nH]c2n1, [K+], [K+]. The product is Cc1nc(Cl)c2ccn(Cc3ccccc3)c2n1. RXN SMILES: [C:20](=[O:21])([O-:22])[O-:23].[Cl:1][CH2:2][c:3]1[cH:4][cH:5][cH:6][cH:7][cH:8]1.[Cl:9][c:10]1[c:11]2[c:12]([n:13][c:14]([CH3:16])[n:15]1)[nH:17][cH:18][cH:19]2.[K+:24].[K+:25]>>[CH2:2]([c:3]1[cH:4][cH:5][cH:6][cH:7][cH:8]1)[n:17]1[c:12]2[c:11]([c:10]([Cl:9])[n:15][c:14]([CH3:16])[n:13]2)[cH:19][cH:18]1. Starting materials: CS(=O)(=O)Nc1ccc(C(=O)Cl)cc1, Fc1ccc(NCCN(CCc2ccccc2)Cc2ccccc2)cc1. Yields the product Cl, CS(=O)(=O)Nc1ccc(C(=O)N(CCN(CCc2ccccc2)Cc2ccccc2)c2ccc(F)cc2)cc1. As a reaction SMILES: [CH3:27][S:28](=[O:29])(=[O:30])[NH:31][c:32]1[cH:33][cH:34][c:35]([C:36](=[O:37])[Cl:38])[cH:39][cH:40]1.[F:1][c:2]1[cH:3][cH:4][c:5]([NH:8][CH2:9][CH2:10][N:11]([CH2:12][c:13]2[cH:14][cH:15][cH:16][cH:17][cH:18]2)[CH2:19][CH2:20][c:21]2[cH:22][cH:23][cH:24][cH:25][cH:26]2)[cH:6][cH:7]1>>[ClH:38].[F:1][c:2]1[cH:3][cH:4][c:5]([N:8]([CH2:9][CH2:10][N:11]([CH2:12][c:13]2[cH:14][cH:15][cH:16][cH:17][cH:18]2)[CH2:19][CH2:20][c:21]2[cH:22][cH:23][cH:24][cH:25][cH:26]2)[C:36]([c:35]2[cH:34][cH:33][c:32]([NH:31][S:28]([CH3:27])(=[O:29])=[O:30])[cH:40][cH:39]2)=[O:37])[cH:6][cH:7]1. Starting materials: COc1cc2c(cc1OC)C(=O)CC2, [Cl-], [Li+], CN(C)C=O, O. Product: COc1cc2c(cc1O)CCC2=O. RXN SMILES: [CH3:1][O:2][c:3]1[cH:4][c:5]2[c:9]([cH:10][c:11]1[O:12][CH3:13])[C:8](=[O:14])[CH2:7][CH2:6]2.[Cl-:16].[Li+:15].[O:17]=[CH:18][N:19]([CH3:20])[CH3:21].[OH2:22]>>[OH:2][c:3]1[cH:4][c:5]2[c:9]([cH:10][c:11]1[O:12][CH3:13])[C:8](=[O:14])[CH2:7][CH2:6]2. The reactants are C(Cl)Cl.O (methylene chloride water), C(C(=C)C)(=O)OCCO (2-hydroxyethyl methacrylate), CN(C)C (trimethylamine), ClC(=O)OCC#C (propargyl chloroformate). Run in C(Cl)Cl (methylene chloride). The product is C(C(=C)C)(=O)OCCOC(=O)OCC#C (2-Propargyloxycarbonyloxyethyl Methacrylate). The yield is 73.6%. As a reaction SMILES: [C:1]([O:6][CH2:7][CH2:8][OH:9])(=[O:5])[C:2]([CH3:4])=[CH2:3].CN(C)C.Cl[C:15]([O:17][CH2:18][C:19]#[CH:20])=[O:16].C(Cl)Cl.O>C(Cl)Cl>[C:1]([O:6][CH2:7][CH2:8][O:9][C:15]([O:17][CH2:18][C:19]#[CH:20])=[O:16])(=[O:5])[C:2]([CH3:4])=[CH2:3] |f:3.4|. Procedure: A flask equipped with a stirrer, thermometer, nitrogen gas tube and reflux condenser was charged with 13.0 g of 2-hydroxyethyl methacrylate and 11.5 g of trimethylamine in 50.0 g of methylene chloride. To the flask was added 13.0 g of propargyl chloroformate dropwise over one hour. The mixture was allowed to react for 6 hours at 30° C. After the reaction, the mixture was treated with methylene chloride-water mixture. The organic phase was separated and dried over magnesium sulfate. After filteri... Starting materials: CO, Cl, O=C(NOC1CCCCO1)c1ccc2c(c1)CCN(C(=O)CCc1cccnc1)C2. Yields the product Cl, O=C(NO)c1ccc2c(c1)CCN(C(=O)CCc1cccnc1)C2. RXN SMILES: [CH3:32][OH:33].[ClH:31].[n:1]1[cH:2][c:3]([CH2:7][CH2:8][C:9](=[O:10])[N:11]2[CH2:12][c:13]3[cH:14][cH:15][c:16]([C:21](=[O:22])[NH:23][O:24][CH:25]4[CH2:26][CH2:27][CH2:28][CH2:29][O:30]4)[cH:17][c:18]3[CH2:19][CH2:20]2)[cH:4][cH:5][cH:6]1>>[ClH:31].[n:1]1[cH:2][c:3]([CH2:7][CH2:8][C:9](=[O:10])[N:11]2[CH2:12][c:13]3[cH:14][cH:15][c:16]([C:21](=[O:22])[NH:23][OH:24])[cH:17][c:18]3[CH2:19][CH2:20]2)[cH:4][cH:5][cH:6]1.